Dataset: the Open Reaction Database (ORD), a public repository of structured organic reaction records. Task: describe an organic reaction: reactants, conditions, products, and yield The reactants are ClCc1ccc(OCc2ccccc2)cc1, CN(C)P(=O)(N(C)C)N(C)C, CCOC(=O)c1ccc(N)cc1, O. The product is CCOC(=O)c1ccc(NCc2ccc(OCc3ccccc3)cc2)cc1. Reaction SMILES: [CH2:13]([c:14]1[cH:15][cH:16][cH:17][cH:18][cH:19]1)[O:20][c:21]1[cH:22][cH:23][c:24]([CH2:25][Cl:26])[cH:27][cH:28]1.[CH3:29][N:30]([P:31]([N:32]([CH3:33])[CH3:34])([N:35]([CH3:36])[CH3:37])=[O:38])[CH3:39].[NH2:1][c:2]1[cH:3][cH:4][c:5]([C:6](=[O:7])[O:8][CH2:9][CH3:10])[cH:11][cH:12]1.[OH2:40]>>[NH:1]([c:2]1[cH:3][cH:4][c:5]([C:6](=[O:7])[O:8][CH2:9][CH3:10])[cH:11][cH:12]1)[CH2:25][c:24]1[cH:23][cH:22][c:21]([O:20][CH2:13][c:14]2[cH:15][cH:16][cH:17][cH:18][cH:19]2)[cH:28][cH:27]1. Reactants: OC1=CC=C(CC2=NN=C3N2N=C(C(=N3)O)C)C=C1 (3-(4-hydroxy-benzyl)-6-methyl-[1,2,4]triazolo[4,3-b][1,2,4]triazin-7-ol), O=P(Cl)(Cl)Cl (POCl3). The product is ClC1=NC=2N(N=C1C)C(=NN2)CC2=CC=C(C=C2)O (4-(7-chloro-6-methyl-[1,2,4]triazolo[4,3-b][1,2,4]triazin-3-ylmethyl)-phenol). Reaction SMILES: [OH:1][C:2]1[CH:19]=[CH:18][C:5]([CH2:6][C:7]2[N:11]3[N:12]=[C:13]([CH3:17])[C:14](O)=[N:15][C:10]3=[N:9][N:8]=2)=[CH:4][CH:3]=1.O=P(Cl)(Cl)[Cl:22]>>[Cl:22][C:14]1[C:13]([CH3:17])=[N:12][N:11]2[C:7]([CH2:6][C:5]3[CH:18]=[CH:19][C:2]([OH:1])=[CH:3][CH:4]=3)=[N:8][N:9]=[C:10]2[N:15]=1. Reported procedure: A solution of 3-(4-hydroxy-benzyl)-6-methyl-[1,2,4]triazolo[4,3-b][1,2,4]triazin-7-ol (170 mg, 0.62 mmol) in POCl3 (5 mL) was heated at 80° C. for 15 minutes, and then POCl3 was evaporated. The residue was purified on a silica gel column eluting with 5% methanol in dichloromethane to provide 4-(7-chloro-6-methyl-[1,2,4]triazolo[4,3-b][1,2,4]triazin-3-ylmethyl)-phenol (80 mg). MS (m/z) 275 [M+1]. Starting materials: [N+](=O)([O-])C1=NNC=C1 (3-nitro-1H-pyrazole), [H-].[Na+] (sodium hydride), oil, C(C)(C)(C)OC(CCBr)=O (3-bromo-propionic acid tert-butyl ester). The solvent is CN(C=O)C (N,N-dimethylformamide). Yields the product C(C)(C)(C)OC(C(C)N1N=C(C=C1)[N+](=O)[O-])=O ((3-nitro-pyrazol-1-yl)-propionic acid tert-butyl ester). The yield is 53.9%. Reaction SMILES: [N+:1]([C:4]1[CH:8]=[CH:7][NH:6][N:5]=1)([O-:3])=[O:2].[H-].[Na+].[C:11]([O:15][C:16](=[O:20])[CH2:17][CH2:18]Br)([CH3:14])([CH3:13])[CH3:12]>CN(C)C=O>[C:11]([O:15][C:16](=[O:20])[CH:17]([N:6]1[CH:7]=[CH:8][C:4]([N+:1]([O-:3])=[O:2])=[N:5]1)[CH3:18])([CH3:14])([CH3:13])[CH3:12] |f:1.2|. Procedure details: To a solution of 3-nitro-1H-pyrazole (prepared in example 3, 2.00 g, 17.70 mmol) in anhydrous N,N-dimethylformamide (30 mL), a 60% dispersion of sodium hydride in mineral oil (778 mg, 19.50 mmol) was added while stirring under nitrogen. After the effervescence ceased and the mixture was stirred for additional 30 min, 3-bromo-propionic acid tert-butyl ester (3.25 mL, 19.50 mmol) was added. The mixture was continued to stir under nitrogen for an additional 2 h. The solvent was removed in vacuo and... Reactants: BrC=1C=NC=2N(C1)N=C(C2)C(=O)O (6-bromo-pyrazolo[1,5-a]pyrimidine-2-carboxylic acid), CN1C=CC2=C3CCNC(C3=CC=C21)C (3,6-Dimethyl-6,7,8,9-tetrahydro-3H-pyrrolo[3,2-f]isoquinoline). The product is BrC=1C=NC=2N(C1)N=C(C2)C(=O)N2C(C1=CC=C3C(=C1CC2)C=CN3C)C ((6-Bromo-pyrazolo[1,5-a]pyrimidin-2-yl)-(3,6-dimethyl-3,6,8,9-tetrahydro-pyrrolo[3,2-f]isoquinolin-7-yl)-methanone). RXN SMILES: [Br:1][C:2]1[CH:3]=[N:4][C:5]2[N:6]([N:8]=[C:9]([C:11]([OH:13])=O)[CH:10]=2)[CH:7]=1.[CH3:14][N:15]1[C:27]2[C:18](=[C:19]3[C:24](=[CH:25][CH:26]=2)[CH:23]([CH3:28])[NH:22][CH2:21][CH2:20]3)[CH:17]=[CH:16]1>>[Br:1][C:2]1[CH:3]=[N:4][C:5]2[N:6]([N:8]=[C:9]([C:11]([N:22]3[CH2:21][CH2:20][C:19]4[C:24](=[CH:25][CH:26]=[C:27]5[N:15]([CH3:14])[CH:16]=[CH:17][C:18]5=4)[CH:23]3[CH3:28])=[O:13])[CH:10]=2)[CH:7]=1. Reported procedure: In close analogy to the procedure described in Example 1, 6-bromo-pyrazolo[1,5-a]pyrimidine-2-carboxylic acid is reacted with 3,6-Dimethyl-6,7,8,9-tetrahydro-3H-pyrrolo[3,2-f]isoquinoline to provide the title compound in moderate yield. Starting materials: [OH-].[K+] (potassium hydroxide), BrC=1C=C(C(=NC1)OC)C=O (5-bromo-2-methoxypyridine-3-carboxaldehyde), CC(=O)C1=CC=C(C=C1)Cl (4-chloroacetophenone), Cl (hydrochloric acid). Solvent: O (water), O1CCCC1 (tetrahydrofuran), CO (methanol), O (water). Conditions: time 1.5 hour. Yields the product BrC=1C=C(C(=NC1)OC)/C=C/C(=O)C1=CC=C(C=C1)Cl ((E)-3-(5-bromo-2-methoxy-3-pyridinyl)-1-(4-chlorophenyl)-2-propen-1-one). Reaction SMILES: [Br:1][C:2]1[CH:3]=[C:4]([CH:10]=O)[C:5]([O:8][CH3:9])=[N:6][CH:7]=1.[CH3:12][C:13]([C:15]1[CH:20]=[CH:19][C:18]([Cl:21])=[CH:17][CH:16]=1)=[O:14].[OH-].[K+].Cl>O1CCCC1.O.CO>[Br:1][C:2]1[CH:3]=[C:4](/[CH:10]=[CH:12]/[C:13]([C:15]2[CH:20]=[CH:19][C:18]([Cl:21])=[CH:17][CH:16]=2)=[O:14])[C:5]([O:8][CH3:9])=[N:6][CH:7]=1 |f:2.3|. Procedure details: To a solution of 6.5 g of 5-bromo-2-methoxypyridine-3-carboxaldehyde in 30 ml of tetrahydrofuran under nitrogen was added 200 ml of methanol followed by 4.6 g of 4-chloroacetophenone. Then, a solution of 6.6 g of 85% potassium hydroxide in 15 ml of water was added. The mixture warmed, became yellow, and deposited a thick precipitate. It was then stirred mechanically for about 1.5 hours until the temperature fell back to about 25° C. It was then further cooled in an ice bath and neutralized by th...